Dataset: the Open Reaction Database (ORD), a public repository of structured organic reaction records. Task: describe an organic reaction: reactants, conditions, products, and yield The reactants are C(C=1C(O)=CC=CC1)(=O)N (salicylamide), C([O-])([O-])=O.[K+].[K+] (potassium carbonate), BrCC1CC1 (bromomethylcyclopropane). Run in C(C)O (ethanol). Yields the product C1(CC1)COC1=C(C(=O)N)C=CC=C1 (2-cyclopropylmethoxybenzamide). Isolated yield 70.7%. RXN SMILES: [C:1]([NH2:10])(=[O:9])[C:2]1[C:3](=[CH:5][CH:6]=[CH:7][CH:8]=1)[OH:4].C(=O)([O-])[O-].[K+].[K+].Br[CH2:18][CH:19]1[CH2:21][CH2:20]1>C(O)C>[CH:19]1([CH2:18][O:4][C:3]2[CH:5]=[CH:6][CH:7]=[CH:8][C:2]=2[C:1]([NH2:10])=[O:9])[CH2:21][CH2:20]1 |f:1.2.3|. Procedure details: A stirred mixture of salicylamide (10.02 g., 0.074 mole), potassium carbonate (10.24 g., 0.074 mole) and bromomethylcyclopropane (10.0 g., 0.074 mole) in ethanol (15 ml.) was heated under reflux for 19 hours. The mixture was concentrated and the residue treated with water. The mixture was filtered and the collected solid recrystallized from benzene-Skellysolve B to give 2-cyclopropylmethoxybenzamide (10.0 g., 71.6%), m.p. 102°-105°. The reactants are O=C1C(=CN=C2N1CCC2)C(=O)OCC (ethyl 4-oxo-4,6,7,8-tetrahydro-pyrrolo[1,2-a]pyrimidine-3-carboxylate), solution, CI (methyl iodide). Solvent: CC(=O)C (acetone). The product is [I-].C(C)OC(=O)C1=C[N+](=C2N(C1=O)CCC2)C (3-ethoxycarbonyl-1-methyl-4-oxo-4,6,7,8-tetrahydro-pyrrolo[1,2-a]pyrimidinium iodide). Yield: 74.0%. RXN SMILES: [O:1]=[C:2]1[N:7]2[CH2:8][CH2:9][CH2:10][C:6]2=[N:5][CH:4]=[C:3]1[C:11]([O:13][CH2:14][CH3:15])=[O:12].[CH3:16][I:17]>CC(C)=O>[I-:17].[CH2:14]([O:13][C:11]([C:3]1[C:2](=[O:1])[N:7]2[CH2:8][CH2:9][CH2:10][C:6]2=[N+:5]([CH3:16])[CH:4]=1)=[O:12])[CH3:15] |f:3.4|. Procedure: 2.08 g. of ethyl 4-oxo-4,6,7,8-tetrahydro-pyrrolo[1,2-a]pyrimidine-3-carboxylate are dissolved in 5 ml. of acetone and to the solution 2.5 ml. of methyl iodide are added. After 24 hours the precipitated crystals are filtered and washed with acetone. 2.61 g. (74%) of 3-ethoxycarbonyl-1-methyl-4-oxo-4,6,7,8-tetrahydro-pyrrolo[1,2-a]pyrimidinium iodide are obtained melting under decomposition at 212° C. The reactants are C(#C)C1=CC=C(C=C1)S(=O)(=O)N (4-ethynylbenzenesulfonamide), C(C1=CC=C(OC)C=C1)(C1=CC=C(OC)C=C1)(C1=CC=CC=C1)Cl (DMTr-Cl), TEA. Solvent: C(Cl)Cl (DCM). Run at time 8 hour. Product: COC1=CC=C(C=C1)C(NS(=O)(=O)C1=CC=C(C=C1)C#C)(C1=CC=CC=C1)C1=CC=C(C=C1)OC (N-(bis(4-Methoxyphenyl)(phenyl)methyl)-4-ethynylbenzenesulfonamide). Isolated yield 99.3%. As a reaction SMILES: [C:1]([C:3]1[CH:8]=[CH:7][C:6]([S:9]([NH2:12])(=[O:11])=[O:10])=[CH:5][CH:4]=1)#[CH:2].[C:13](Cl)([C:30]1[CH:35]=[CH:34][CH:33]=[CH:32][CH:31]=1)([C:22]1[CH:29]=[CH:28][C:25]([O:26][CH3:27])=[CH:24][CH:23]=1)[C:14]1[CH:21]=[CH:20][C:17]([O:18][CH3:19])=[CH:16][CH:15]=1>C(Cl)Cl>[CH3:27][O:26][C:25]1[CH:24]=[CH:23][C:22]([C:13]([C:14]2[CH:15]=[CH:16][C:17]([O:18][CH3:19])=[CH:20][CH:21]=2)([C:30]2[CH:35]=[CH:34][CH:33]=[CH:32][CH:31]=2)[NH:12][S:9]([C:6]2[CH:5]=[CH:4][C:3]([C:1]#[CH:2])=[CH:8][CH:7]=2)(=[O:10])=[O:11])=[CH:29][CH:28]=1. Reported procedure: To a stirring slurry of 4-ethynylbenzenesulfonamide (1.81 g, 10.0 mmol) and DMTr-Cl (4.07 g, 12.0 mmol) in DCM (100 mL) was added TEA (2.8 mL). The resulting solution was allowed to stir at room temperature for overnight. Silica gel (3 g) was added to the solution followed by rotary evaporation of solvent in vacuo. The sample was absorbed onto silica gel was then loaded onto a pre-equilibrated column (with 10% TEA in hexane). Flash chromatography using 0-30% EtOAc in hexane as the gradient eluen... Reactants: C(C)OC(=O)C=1N=C(NC1CCC12CC3CC(CC(C1)C3)C2)C2=CC(=C(C=C2)Cl)Cl (5-(2-adamantan-1-yl-ethyl)-2-(3,4-dichloro-phenyl)-1H-imidazole-4-carboxylic acid ethyl ester), C(C)OC(=O)C=1N=C(NC1CCC12CC3CC(CC(C1)C3)C2)C2=CC(=C(C=C2)Cl)Cl (5-(2-adamantan-1-yl-ethyl)-2-(3,4-dichloro-phenyl)-1H-imidazole-4-carboxylic acid ethyl ester), COC(C1=CC(=CC=C1)N)=O (3-amino-benzoic acid methyl ester). Yields the product C12(CC3CC(CC(C1)C3)C2)CCC2=C(N=C(N2)C2=CC(=C(C=C2)Cl)Cl)C(=O)NC=2C=C(C(=O)O)C=CC2 (3-{[5-(2-Adamantan-1-yl-ethyl)-2-(3,4-dichloro-phenyl)-1H-imidazole-4-carbonyl]-amino}-benzoic Acid). As a reaction SMILES: C(O[C:4]([C:6]1[N:7]=[C:8]([C:23]2[CH:28]=[CH:27][C:26]([Cl:29])=[C:25]([Cl:30])[CH:24]=2)[NH:9][C:10]=1[CH2:11][CH2:12][C:13]12[CH2:22][CH:17]3[CH2:18][CH:19]([CH2:21][CH:15]([CH2:16]3)[CH2:14]1)[CH2:20]2)=[O:5])C.C[O:32][C:33](=[O:41])[C:34]1[CH:39]=[CH:38][CH:37]=[C:36]([NH2:40])[CH:35]=1>>[C:13]12([CH2:12][CH2:11][C:10]3[NH:9][C:8]([C:23]4[CH:28]=[CH:27][C:26]([Cl:29])=[C:25]([Cl:30])[CH:24]=4)=[N:7][C:6]=3[C:4]([NH:40][C:36]3[CH:35]=[C:34]([CH:39]=[CH:38][CH:37]=3)[C:33]([OH:41])=[O:32])=[O:5])[CH2:22][CH:17]3[CH2:16][CH:15]([CH2:21][CH:19]([CH2:18]3)[CH2:20]1)[CH2:14]2. Procedure: 5-Adamantan-1-yl-2,3-dioxo-pentanoic acid ethyl ester monohydrate (Example 44) was reacted with 3,4-dichlorobenzaldehyde according to the procedure of Example 20, step b to produce 5-(2-adamantan-1-yl-ethyl)-2-(3,4-dichloro-phenyl)-1H-imidazole-4-carboxylic acid ethyl ester. The ester was hydrolyzed according to the procedure of Example 20, step c and the resulting 5-(2-adamantan-1-yl-ethyl)-2-(3,4-dichloro-phenyl)-1-H-imidazole-4-carboxylic acid was reacted with 3-amino-benzoic acid methyl este... Reactants: C1=CC=CC2=C1CCCCC2=O (6,7,8,9-tetrahydro-benzocyclohepten-5-one), C=O (paraformaldehyde), Cl.C(C=C)NC (allyl-methylamine hydrochloride). The solvent is C(C)(=O)O (acetic acid). The product is C(C=C)N(C)CC1C(C2=C(CCC1)C=CC=C2)=O (6-[(allyl-methyl-amino)-methyl]-6,7,8,9-tetrahydro-benzocyclohepten-5-one). Yield: 86.1%. As a reaction SMILES: [CH:1]1[C:6]2[CH2:7][CH2:8][CH2:9][CH2:10][C:11](=[O:12])[C:5]=2[CH:4]=[CH:3][CH:2]=1.[CH2:13]=O.Cl.[CH2:16]([NH:19][CH3:20])[CH:17]=[CH2:18]>C(O)(=O)C>[CH2:16]([N:19]([CH2:13][CH:10]1[CH2:9][CH2:8][CH2:7][C:6]2[CH:1]=[CH:2][CH:3]=[CH:4][C:5]=2[C:11]1=[O:12])[CH3:20])[CH:17]=[CH2:18] |f:2.3|. Reported procedure: 5.2 g 6,7,8,9-tetrahydro-benzocyclohepten-5-one, 0.96 g paraformaldehyde and 10.0 g allyl-methylamine hydrochloride in 60 ml glacial acetic acid were reacted as in example 1, step 1. After analogous work-up, 6.7 g (84.8% of theoretical) 6-[(allyl-methyl-amino)-methyl]-6,7,8,9-tetrahydro-benzocyclohepten-5-one were obtained as a yellowish oil. Starting materials: CS(=O)(=O)OCC1CCOCC1, [H-], [Na+], CN(C)C=O, CC1(C(=O)c2c[nH]c3ccccc23)CC(F)(F)C1(F)F. Product: CC1(C(=O)c2cn(CC3CCOCC3)c3ccccc23)CC(F)(F)C1(F)F. As a reaction SMILES: [CH3:21][S:22]([O:23][CH2:26][CH:27]1[CH2:28][CH2:29][O:30][CH2:31][CH2:32]1)(=[O:24])=[O:25].[H-:34].[Na+:33].[O:35]=[CH:36][N:37]([CH3:38])[CH3:39].[nH:1]1[cH:2][c:3]([C:10](=[O:11])[C:12]2([CH3:20])[C:13]([F:18])([F:19])[C:14]([F:16])([F:17])[CH2:15]2)[c:4]2[cH:5][cH:6][cH:7][cH:8][c:9]12>>[n:1]1([CH2:26][CH:27]2[CH2:28][CH2:29][O:30][CH2:31][CH2:32]2)[cH:2][c:3]([C:10](=[O:11])[C:12]2([CH3:20])[C:13]([F:18])([F:19])[C:14]([F:16])([F:17])[CH2:15]2)[c:4]2[cH:5][cH:6][cH:7][cH:8][c:9]12. Reactants: CC(=O)O, O=Cc1ccccc1, ClCCl, N#Cc1ccccc1N1CCN(C(=O)C2CC(n3nnc(-c4ccccc4)n3)CN2)CC1. Product: N#Cc1ccccc1N1CCN(C(=O)C2CC(n3nnc(-c4ccccc4)n3)CN2Cc2ccccc2)CC1. As a reaction SMILES: [CH3:41][C:42](=[O:43])[OH:44].[CH:33](=[O:34])[c:35]1[cH:36][cH:37][cH:38][cH:39][cH:40]1.[Cl:45][CH2:46][Cl:47].[c:1]1(-[c:7]2[n:8][n:9][n:10]([CH:12]3[CH2:13][CH:14]([C:17](=[O:18])[N:19]4[CH2:20][CH2:21][N:22]([c:25]5[c:26]([C:27]#[N:28])[cH:29][cH:30][cH:31][cH:32]5)[CH2:23][CH2:24]4)[NH:15][CH2:16]3)[n:11]2)[cH:2][cH:3][cH:4][cH:5][cH:6]1>>[c:1]1(-[c:7]2[n:8][n:9][n:10]([CH:12]3[CH2:13][CH:14]([C:17](=[O:18])[N:19]4[CH2:20][CH2:21][N:22]([c:25]5[c:26]([C:27]#[N:28])[cH:29][cH:30][cH:31][cH:32]5)[CH2:23][CH2:24]4)[N:15]([CH2:33][c:35]4[cH:36][cH:37][cH:38][cH:39][cH:40]4)[CH2:16]3)[n:11]2)[cH:2][cH:3][cH:4][cH:5][cH:6]1. Product: CC1CN(C(=O)OC(C)(C)C)CCN1C(=O)OCc1ccccc1. RXN SMILES: [C:1](=[O:2])([O:3][C:4]([CH3:5])([CH3:6])[CH3:7])[N:8]1[CH2:9][CH:10]([CH3:14])[NH:11][CH2:12][CH2:13]1.[CH2:15]([c:16]1[cH:17][cH:18][cH:19][cH:20][cH:21]1)[O:22][C:23](=[O:24])[O:25][N:26]1[C:27](=[O:28])[CH2:29][CH2:30][C:31]1=[O:32].[CH3:45][CH2:46][O:47][C:48](=[O:49])[CH3:50].[Na+:37].[O-:33][C:34]([OH:35])=[O:36].[O:39]1[CH2:40][CH2:41][O:42][CH2:43][CH2:44]1.[OH2:38]>>[C:1](=[O:2])([O:3][C:4]([CH3:5])([CH3:6])[CH3:7])[N:8]1[CH2:9][CH:10]([CH3:14])[N:11]([C:23]([O:22][CH2:15][c:16]2[cH:17][cH:18][cH:19][cH:20][cH:21]2)=[O:24])[CH2:12][CH2:13]1. Reactants: CC1CN(C(=O)OC(C)(C)C)CCN1, O=C(OCc1ccccc1)ON1C(=O)CCC1=O, CCOC(C)=O, [Na+], O=C([O-])O, C1COCCO1, O.